The task is: describe an organic reaction: reactants, conditions, products, and yield. This data is from the Open Reaction Database (ORD), a public repository of structured organic reaction records. The reactants are C(C)(=O)C=1N(C=C(N1)C1=CC=C(C=C1)C[C@@H](CCO)NC(C1=CC(=C(C=C1)OC(C)C)Cl)=O)C ((S)-N-(1-(4-(2-acetyl-1-methyl-1H-imidazol-4-yl)phenyl)-4-hydroxybutan-2-yl)-3-chloro-4-isopropoxybenzamide), C(CO)O (ethane-1,2-diol), O.C1(=CC=C(C=C1)S(=O)(=O)O)C (p-toluenesulfonic acid monohydrate). The solvent is C1=CC=CC=C1 (benzene). Run at temperature 70 celsius, time 2 hour. The product is ClC=1C=C(C(=O)N[C@@H](CC2=CC=C(C=C2)C=2N=C(N(C2)C)C2(OCCO2)C)CCO)C=CC1OC(C)C ((S)-3-chloro-N-(4-hydroxy-1-(4-(1-methyl-2-(2-methyl-1,3-dioxolan-2-yl)-1H-imidazol-4-yl)phenyl)butan-2-yl)-4-isopropoxybenzamide). Isolated yield 15.6%. Reaction SMILES: [C:1]([C:4]1[N:5]([CH3:34])[CH:6]=[C:7]([C:9]2[CH:14]=[CH:13][C:12]([CH2:15][C@H:16]([NH:20][C:21](=[O:33])[C:22]3[CH:27]=[CH:26][C:25]([O:28][CH:29]([CH3:31])[CH3:30])=[C:24]([Cl:32])[CH:23]=3)[CH2:17][CH2:18][OH:19])=[CH:11][CH:10]=2)[N:8]=1)(=[O:3])[CH3:2].[CH2:35](O)[CH2:36][OH:37].O.C1(C)C=CC(S(O)(=O)=O)=CC=1>C1C=CC=CC=1>[Cl:32][C:24]1[CH:23]=[C:22]([CH:27]=[CH:26][C:25]=1[O:28][CH:29]([CH3:30])[CH3:31])[C:21]([NH:20][C@H:16]([CH2:17][CH2:18][OH:19])[CH2:15][C:12]1[CH:13]=[CH:14][C:9]([C:7]2[N:8]=[C:4]([C:1]3([CH3:2])[O:37][CH2:36][CH2:35][O:3]3)[N:5]([CH3:34])[CH:6]=2)=[CH:10][CH:11]=1)=[O:33] |f:2.3|. Reported procedure: 150 mg (0.31 mmol) of (S)-N-(1-(4-(2-acetyl-1-methyl-1H-imidazol-4-yl)phenyl)-4-hydroxybutan-2-yl)-3-chloro-4-isopropoxybenzamide in 2 mL of benzene was treated with 34.6 uL (0.62 mmol) of ethane-1,2-diol and 59 mg (0.31 mmol) of p-toluenesulfonic acid monohydrate. The reaction was stirred at 70° C. for 2 h after which the solvents were evaporated and the residue purified via reverse phase HPLC (acetonitrile/water). 25.5 mg (16% yield) of 4 was obtained and characterized by LCMS and HNMR. Starting materials: [O-]CC.[Cu+2].[O-]CC (copper (II) ethoxide), C(C(=C)C)(=O)O (methacrylic acid). The solvent is O1CCCC1 (tetrahydrofuran). Conditions: time 20 hour. Product: C(C(=C)C)(=O)[O-].[Cu+2].C(C(=C)C)(=O)[O-] (COPPER (II) METHACRYLATE). RXN SMILES: [O-]CC.[Cu+2:4].[O-]CC.[C:8]([OH:13])(=[O:12])[C:9]([CH3:11])=[CH2:10]>O1CCCC1>[C:8]([O-:13])(=[O:12])[C:9]([CH3:11])=[CH2:10].[Cu+2:4].[C:8]([O-:13])(=[O:12])[C:9]([CH3:11])=[CH2:10] |f:0.1.2,5.6.7|. Procedure details: 1.50 Grams (0.009 mol) of copper (II) ethoxide was introduced into a 50 ml. round bottom flask having a magnetic spinning bar, in an argon atmosphere in a dry box. A solution of 1.84 g (0.02 mol) of methacrylic acid, prepared in 20 ml of anhydrous tetrahydrofuran was then added to it. The contents of the flask were agitated overnight (20 hr) by means of a magnetic stirrer at ambient temperature under argon. All volatile matter was then removed in vacuo (about 0.1 mm Hg) for 12 hours. The resulti... The reactants are BrC=1C=CC(=C(N)C1)C (5-bromo-2-methyl aniline), C(=O)(Cl)Cl (phosgene). Solvent: C(C)OC(C)=O (ethylacetate), C(C)OC(C)=O (ethylacetate). The product is BrC=1C=CC(=C(C1)N=C=O)C (5-bromo-2-methylphenylisocyanate). Isolated yield 90.4%. RXN SMILES: [Br:1][C:2]1[CH:3]=[CH:4][C:5]([CH3:9])=[C:6]([CH:8]=1)[NH2:7].[C:10](Cl)(Cl)=[O:11]>C(OC(=O)C)C>[Br:1][C:2]1[CH:3]=[CH:4][C:5]([CH3:9])=[C:6]([N:7]=[C:10]=[O:11])[CH:8]=1. Procedure details: A solution of 16.5 grams of 5-bromo-2-methyl aniline and 100 ml. of ethylacetate was added with stirring to a solution of 20 grams of phosgene and 300 ml. of ethylacetate kept at 5° C. After the addition was completed, phosgene was bubbled through the mixture while refluxing for one-half hour. The reaction mixture was purged with nitrogen, then the solvent was removed in vacuo to obtain 17 grams of 5-bromo-2-methylphenylisocyanate. This material was dissolved in 150 ml. of chloroform and added c... Starting materials: ClC(=O)OCC1=CC=C(C=C1)[N+](=O)[O-] (4-nitrobenzyl chloroformate), ClC(=O)OCC1=CC=C(C=C1)[N+](=O)[O-] (4-nitrobenzyl chloroformate), C(C)(C)N(CC)C(C)C (diisopropylethylamine), Cl.COC1=CC=C(CS[C@H]2C[C@H](N(C2)C(=O)OCC2=CC=C(C=C2)[N+](=O)[O-])C(=O)N[C@@H]2CNCC2)C=C1 ((2S,4S)-4-(4-methoxybenzylthio)-2-[(3S)-pyrrolidin-3-ylaminocarbonyl]-1-(4-nitrobenzyloxycarbonyl)pyrrolidine hydrochloride). Reagents/catalysts: CN(C1=CC=NC=C1)C (4-dimethylaminopyridine). Solvent: C(C)#N (acetonitrile), C(C)#N (acetonitrile), C(C)#N (acetonitrile). Run at temperature 0 celsius, time 3 hour. Product: COC1=CC=C(CS[C@H]2C[C@H](N(C2)C(=O)OCC2=CC=C(C=C2)[N+](=O)[O-])C(=O)N[C@@H]2CN(CC2)C(=O)OCC2=CC=C(C=C2)[N+](=O)[O-])C=C1 ((2S,4S)-4-(4-Methoxybenzylthio)-2-[(3S)-1-(4-nitrobenzyloxycarbonyl)pyrrolidin-3-ylaminocarbonyl]-1-(4-nitrobenzyloxycarbonyl)pyrrolidine). Yield: 68.5%. Reaction SMILES: C(N(C(C)C)CC)(C)C.Cl.[CH3:11][O:12][C:13]1[CH:46]=[CH:45][C:16]([CH2:17][S:18][C@@H:19]2[CH2:23][N:22]([C:24]([O:26][CH2:27][C:28]3[CH:33]=[CH:32][C:31]([N+:34]([O-:36])=[O:35])=[CH:30][CH:29]=3)=[O:25])[C@H:21]([C:37]([NH:39][C@H:40]3[CH2:44][CH2:43][NH:42][CH2:41]3)=[O:38])[CH2:20]2)=[CH:15][CH:14]=1.Cl[C:48]([O:50][CH2:51][C:52]1[CH:57]=[CH:56][C:55]([N+:58]([O-:60])=[O:59])=[CH:54][CH:53]=1)=[O:49]>CN(C)C1C=CN=CC=1.C(#N)C>[CH3:11][O:12][C:13]1[CH:14]=[CH:15][C:16]([CH2:17][S:18][C@@H:19]2[CH2:23][N:22]([C:24]([O:26][CH2:27][C:28]3[CH:29]=[CH:30][C:31]([N+:34]([O-:36])=[O:35])=[CH:32][CH:33]=3)=[O:25])[C@H:21]([C:37]([NH:39][C@H:40]3[CH2:44][CH2:43][N:42]([C:48]([O:50][CH2:51][C:52]4[CH:53]=[CH:54][C:55]([N+:58]([O-:60])=[O:59])=[CH:56][CH:57]=4)=[O:49])[CH2:41]3)=[O:38])[CH2:20]2)=[CH:45][CH:46]=1 |f:1.2|. Procedure details: 230 mg of diisopropylethylamine were added to a suspension of 1.0 g of (2S,4S)-4-(4-methoxybenzylthio)-2-[(3S)-pyrrolidin-3-ylaminocarbonyl]-1-(4-nitrobenzyloxycarbonyl)pyrrolidine hydrochloride [prepared as described in step (ii) above] and 240 mg of 4-dimethylaminopyridine in 10 ml of dry acetonitrile, and the resulting mixture was cooled to 0° C. A solution of 430 mg of 4-nitrobenzyl chloroformate in 4 ml of dry acetonitrile was then added to the mixture. The mixture was then stirred at room ... Starting materials: [O-]Br, Br, Cl, [Na+], [Na+], [OH-], O, O=C(O)c1cccnc1O. Yields the product O=C(O)c1cc(Br)cnc1O. Reaction SMILES: [Br:13][O-:14].[Br:16].[ClH:17].[Na+:12].[Na+:15].[OH-:11].[OH2:18].[OH:1][c:2]1[c:3]([C:4](=[O:5])[OH:6])[cH:7][cH:8][cH:9][n:10]1>>[OH:1][c:2]1[c:3]([C:4](=[O:5])[OH:6])[cH:7][c:8]([Br:13])[cH:9][n:10]1.